This data is from the Open Reaction Database (ORD), a public repository of structured organic reaction records. The task is: describe an organic reaction: reactants, conditions, products, and yield Starting materials: ClCCCOC1=NNC2=NC=NC(=C21)NC2=CC(=C(C=C2)OCC2=NC=CC=C2)Cl (3-(3-chloropropoxy)-N-[3-chloro-4-(pyridin-2-ylmethoxy)phenyl]-1H-pyrazolo[3,4-d]pyrimidin-4-amine), N1[C@H](CCC1)CO ((R)-2-pyrrolidinemethanol). The product is ClC=1C=C(C=CC1OCC1=NC=CC=C1)NC1=C2C(=NC=N1)NN=C2OCCCN2[C@H](CCC2)CO (((2R)-1-{3-[(4-{[3-chloro-4-(pyridin-2-ylmethoxy)phenyl]amino}-1H-pyrazolo[3,4-d]pyrimidin-3-yl)oxy]propyl}pyrrolidin-2-yl)methanol). The yield is 14.0%. As a reaction SMILES: Cl[CH2:2][CH2:3][CH2:4][O:5][C:6]1[C:14]2[C:9](=[N:10][CH:11]=[N:12][C:13]=2[NH:15][C:16]2[CH:21]=[CH:20][C:19]([O:22][CH2:23][C:24]3[CH:29]=[CH:28][CH:27]=[CH:26][N:25]=3)=[C:18]([Cl:30])[CH:17]=2)[NH:8][N:7]=1.[NH:31]1[CH2:35][CH2:34][CH2:33][C@@H:32]1[CH2:36][OH:37]>>[Cl:30][C:18]1[CH:17]=[C:16]([NH:15][C:13]2[N:12]=[CH:11][N:10]=[C:9]3[NH:8][N:7]=[C:6]([O:5][CH2:4][CH2:3][CH2:2][N:31]4[CH2:35][CH2:34][CH2:33][C@@H:32]4[CH2:36][OH:37])[C:14]=23)[CH:21]=[CH:20][C:19]=1[O:22][CH2:23][C:24]1[CH:29]=[CH:28][CH:27]=[CH:26][N:25]=1. Procedure details: The procedure described in Example 23 was repeated using 3-(3-chloropropoxy)-N-[3-chloro-4-(pyridin-2-ylmethoxy)phenyl]-1H-pyrazolo[3,4-d]pyrimidin-4-amine and (R)-2-pyrrolidinemethanol to give the title compound in 14% yield; NMR Spectrum (DMSO+TFA): 1.77-1.81 (m, 1H), 1.89-1.93 (m, 1H), 1.99-2.04 (m, 1H), 2.09-2.14 (m, 1H), 2.25 (br s, 2H), 3.14-3.19 (m, 1H), 3.26 (br s, 1H), 3.58-3.65 (m, 4H), 3.76-3.79 (m, 1H), 4.48 (br s, 2H), 5.62 (s, 2H), 7.45 (d, 1H), 7.56 (d, 1H), 7.80 (s, 1H), 7.98 (t,... The reactants are BrC1=CC(=C(C=C1)N1CCN(CC1)CCCNC1=C(C(=O)N(C)C)C=CC=N1)OC (2-{3-[4-(4-bromo-2-methoxyphenyl)piperazin-1-yl]propylamino}-N,N-dimethylnicotinamide), Cl (hydrochloric acid). As a reaction SMILES: [Br:1][C:2]1[CH:7]=[CH:6][C:5]([N:8]2[CH2:13][CH2:12][N:11]([CH2:14][CH2:15][CH2:16][NH:17][C:18]3[N:28]=[CH:27][CH:26]=[CH:25][C:19]=3[C:20]([N:22]([CH3:24])[CH3:23])=[O:21])[CH2:10][CH2:9]2)=[C:4]([O:29][CH3:30])[CH:3]=1.[ClH:31]>C(Cl)Cl.CO>[ClH:31].[Br:1][C:2]1[CH:7]=[CH:6][C:5]([N:8]2[CH2:9][CH2:10][N:11]([CH2:14][CH2:15][CH2:16][NH:17][C:18]3[N:28]=[CH:27][CH:26]=[CH:25][C:19]=3[C:20]([N:22]([CH3:24])[CH3:23])=[O:21])[CH2:12][CH2:13]2)=[C:4]([O:29][CH3:30])[CH:3]=1 |f:4.5|. The solvent is C(Cl)Cl (methylene chloride), CO (methanol). Procedure: The 2-{3-[4-(4-bromo-2-methoxyphenyl)piperazin-1-yl]propylamino}-N,N-dimethylnicotinamide (0.19 g, 0.40 mmol) was dissolved in methylene chloride and the solution was treated with excess hydrochloric acid in methanol and concentrated to dryness. The residue was triturated with ethyl acetate and dried to give 2-{3-[4-(4-bromo-2-methoxyphenyl)piperazin-1-yl]propylamino}-N,N -dimethylnicotinamide hydrochloride. Anal.: Calcd. for C22H30 BrN5O2.(HCl)2.H2O: C, 46.96; H, 6.37; N, 11.60%; Found: C, 46.5... Product: Cl.BrC1=CC(=C(C=C1)N1CCN(CC1)CCCNC1=C(C(=O)N(C)C)C=CC=N1)OC (2-{3-[4-(4-bromo-2-methoxyphenyl)piperazin-1-yl]propylamino}-N,N -dimethylnicotinamide hydrochloride). The reactants are O=C([O-])[O-], COc1nc(Cl)ncc1Cl, [K+], [K+], Cc1cc(N)cc(-c2cnc(C3(O)CCC3)s2)c1, O=C(C=Cc1ccccc1)C=Cc1ccccc1, O=C(C=Cc1ccccc1)C=Cc1ccccc1, O=C(C=Cc1ccccc1)C=Cc1ccccc1, [Pd], [Pd]. The product is COc1nc(Nc2cc(C)cc(-c3cnc(C4(O)CCC4)s3)c2)ncc1Cl. As a reaction SMILES: [C:29](=[O:30])([O-:31])[O-:32].[Cl:1][c:2]1[n:3][cH:4][c:5]([Cl:10])[c:6]([O:8][CH3:9])[n:7]1.[K+:33].[K+:34].[NH2:11][c:12]1[cH:13][c:14](-[c:19]2[cH:20][n:21][c:22]([C:24]3([OH:28])[CH2:25][CH2:26][CH2:27]3)[s:23]2)[cH:15][c:16]([CH3:18])[cH:17]1.[O:37]=[C:38]([CH:39]=[CH:40][c:41]1[cH:42][cH:43][cH:44][cH:45][cH:46]1)[CH:47]=[CH:48][c:49]1[cH:50][cH:51][cH:52][cH:53][cH:54]1.[O:55]=[C:56]([CH:57]=[CH:58][c:59]1[cH:60][cH:61][cH:62][cH:63][cH:64]1)[CH:65]=[CH:66][c:67]1[cH:68][cH:69][cH:70][cH:71][cH:72]1.[O:73]=[C:74]([CH:75]=[CH:76][c:77]1[cH:78][cH:79][cH:80][cH:81][cH:82]1)[CH:83]=[CH:84][c:85]1[cH:86][cH:87][cH:88][cH:89][cH:90]1.[Pd:35].[Pd:36]>>[c:2]1([NH:11][c:12]2[cH:13][c:14](-[c:19]3[cH:20][n:21][c:22]([C:24]4([OH:28])[CH2:25][CH2:26][CH2:27]4)[s:23]3)[cH:15][c:16]([CH3:18])[cH:17]2)[n:3][cH:4][c:5]([Cl:10])[c:6]([O:8][CH3:9])[n:7]1. Reactants: FC1=CC=C(C=C1)C(F)(F)F (fluoro-4-(trifluoromethyl)benzene), C(=O)([O-])[O-].[K+].[K+] (K2CO3), C(C)N1NC(C=C1C=1C=C2CC(CC2=CC1)NC(OC(C)(C)C)=O)=O (tert-butyl [5-(2-ethyl-5-oxo-2,5-dihydro-1H-pyrazol-3-yl)-2,3-dihydro-1H-inden-2-yl]carbamate). Run in C(Cl)Cl (DCM), CS(=O)C (DMSO). Reaction conditions: temperature 140 celsius, time 40 minute. The product is C(C)N1N=C(C=C1C=1C=C2CC(CC2=CC1)N)OC1=CC=C(C=C1)C(F)(F)F (5-{1-ethyl-3-[4-(trifluoromethyl)phenoxy]-1H-pyrazol-5-yl}-2,3-dihydro-1H-inden-2-amine). Yield: 56.7%. RXN SMILES: [CH2:1]([N:3]1[C:7]([C:8]2[CH:9]=[C:10]3[C:14](=[CH:15][CH:16]=2)[CH2:13][CH:12]([NH:17]C(=O)OC(C)(C)C)[CH2:11]3)=[CH:6][C:5](=[O:25])[NH:4]1)[CH3:2].F[C:27]1[CH:32]=[CH:31][C:30]([C:33]([F:36])([F:35])[F:34])=[CH:29][CH:28]=1.C([O-])([O-])=O.[K+].[K+]>CS(C)=O.C(Cl)Cl>[CH2:1]([N:3]1[C:7]([C:8]2[CH:9]=[C:10]3[C:14](=[CH:15][CH:16]=2)[CH2:13][CH:12]([NH2:17])[CH2:11]3)=[CH:6][C:5]([O:25][C:27]2[CH:32]=[CH:31][C:30]([C:33]([F:36])([F:35])[F:34])=[CH:29][CH:28]=2)=[N:4]1)[CH3:2] |f:2.3.4|. Reported procedure: A mixture of tert-butyl [5-(2-ethyl-5-oxo-2,5-dihydro-1H-pyrazol-3-yl)-2,3-dihydro-1H-inden-2-yl]carbamate (28 mg, 0.082 mmol) in DMSO (1 mL) was treated with fluoro-4-(trifluoromethyl)benzene (100 mg, 0.609 mmol) and K2CO3 (20 mg, 0.15 mmol). The suspension was stirred for 40 min at 140° C. until no SM remained. Significant Boc thermolysis was observed under these conditions. The reaction was cooled, diluted with DCM, extracted with 1 N NaOH, water, dried (Na2SO4), concentrated. The residue was... Reactants: CCOC(=O)c1[nH]cc2c1NC1=C(C(=O)CN(OC(C)(C)C)C1)C2c1ccc(Sc2nc3cc(OC(F)(F)F)ccc3[nH]2)o1, Cl, C1COCCO1. Product: CCOC(=O)c1[nH]cc2c1NC1=C(C(=O)CNC1)C2c1ccc(Sc2nc3cc(OC(F)(F)F)ccc3[nH]2)o1, Cl. As a reaction SMILES: [CH2:1]([CH3:2])[O:3][C:4](=[O:5])[c:6]1[nH:7][cH:8][c:9]2[c:10]1[NH:11][C:12]1=[C:17]([C:16](=[O:39])[CH2:15][N:14]([O:40][C:41]([CH3:42])([CH3:43])[CH3:44])[CH2:13]1)[CH:18]2[c:19]1[o:20][c:21]([S:24][c:25]2[n:26][c:27]3[c:28]([nH:29]2)[cH:30][cH:31][c:32]([O:34][C:35]([F:36])([F:37])[F:38])[cH:33]3)[cH:22][cH:23]1.[ClH:45].[O:46]1[CH2:47][CH2:48][O:49][CH2:50][CH2:51]1>>[CH2:1]([CH3:2])[O:3][C:4](=[O:5])[c:6]1[nH:7][cH:8][c:9]2[c:10]1[NH:11][C:12]1=[C:17]([C:16](=[O:39])[CH2:15][NH:14][CH2:13]1)[CH:18]2[c:19]1[o:20][c:21]([S:24][c:25]2[n:26][c:27]3[c:28]([nH:29]2)[cH:30][cH:31][c:32]([O:34][C:35]([F:36])([F:37])[F:38])[cH:33]3)[cH:22][cH:23]1.[ClH:45]. The product is Cn1c(COc2ccc(Cn3cc(CCC(=O)O)c(-c4ccccc4)n3)cc2)nc2ccccc21. As a reaction SMILES: [CH3:1][n:2]1[c:3]([CH2:11][O:12][c:13]2[cH:14][cH:15][c:16]([CH2:17][n:18]3[n:19][c:20](-[c:30]4[cH:31][cH:32][cH:33][cH:34][cH:35]4)[c:21]([CH2:23][CH2:24][C:25](=[O:26])[O:27][CH2:28][CH3:29])[cH:22]3)[cH:36][cH:37]2)[n:4][c:5]2[c:6]1[cH:7][cH:8][cH:9][cH:10]2.[CH3:46][CH2:47][OH:48].[ClH:45].[Na+:39].[O:40]1[CH2:41][CH2:42][CH2:43][CH2:44]1.[OH-:38]>>[CH3:1][n:2]1[c:3]([CH2:11][O:12][c:13]2[cH:14][cH:15][c:16]([CH2:17][n:18]3[n:19][c:20](-[c:30]4[cH:31][cH:32][cH:33][cH:34][cH:35]4)[c:21]([CH2:23][CH2:24][C:25](=[O:26])[OH:27])[cH:22]3)[cH:36][cH:37]2)[n:4][c:5]2[c:6]1[cH:7][cH:8][cH:9][cH:10]2. Reactants: CCOC(=O)CCc1cn(Cc2ccc(OCc3nc4ccccc4n3C)cc2)nc1-c1ccccc1, CCO, Cl, [Na+], C1CCOC1, [OH-]. Starting materials: N#CN (Cyanamide), C(C)(=O)OC(C(=O)C1=CC=C(C2=CC=CC=C12)F)C(C)C (2-acetoxy-3-methyl-1-(4′-fluoronaphth-1-yl)butan-1-one), Cl (hydrochloric acid), OC(C(=O)C1=CC=C(C2=CC=CC=C12)F)C(C)C (2-hydroxy-3-methyl-1-(4′-fluoronaphth-1-yl)butan-1-one), OC(C(C(C)C)=O)C1=CC=C(C2=CC=CC=C12)F (1-hydroxy-3-methyl-l-(4′-fluoronaphth-1-yl)butan-2-one). Run in C(C)O (ethanol), IMS. Conditions: temperature 110 celsius. Yields the product NC=1OC(=C(N1)C(C)C)C1=CC=C(C2=CC=CC=C12)F (2-amino-5-(4′-fluoronaphth-1-yl)-4-isopropyloxazole). Isolated yield 6.0%. Reaction SMILES: C(O[CH:5]([CH:19]([CH3:21])[CH3:20])[C:6]([C:8]1[C:17]2[C:12](=[CH:13][CH:14]=[CH:15][CH:16]=2)[C:11]([F:18])=[CH:10][CH:9]=1)=[O:7])(=O)C.Cl.OC(C(C)C)C(C1C2C(=CC=CC=2)C(F)=CC=1)=O.OC(C1C2C(=CC=CC=2)C(F)=CC=1)C(=O)C(C)C.[N:59]#[C:60][NH2:61]>C(O)C>[NH2:61][C:60]1[O:7][C:6]([C:8]2[C:17]3[C:12](=[CH:13][CH:14]=[CH:15][CH:16]=3)[C:11]([F:18])=[CH:10][CH:9]=2)=[C:5]([CH:19]([CH3:21])[CH3:20])[N:59]=1. Reported procedure: A mixture of 2-acetoxy-3-methyl-1-(4′-fluoronaphth-1-yl)butan-1-one (4.8 g), IMS (100 ml) and hydrochloric acid (1M; 70 ml) were boiled under reflux for 4 hours. The mixture was cooled, evaporated in vacuo and partitioned between dichloromethane and brine. The organic layer was separated, dried with sodium sulphate, filtered and evaporated in vacuo. The residue was purified by silica gel column chromatography in 66-100% dichloromethane in petroleum ether to afford a mixture of 2-hydroxy-3-methyl...